From a dataset of the Open Reaction Database (ORD), a public repository of structured organic reaction records. describe an organic reaction: reactants, conditions, products, and yield Reactants: C(C=C)OC(=O)C1=NC2=CC=C(C=C2C=C1)[N+](=O)[O-] (2-allyloxycarbonyl-6-nitroquinoline), O.O.Cl[Sn]Cl (SnCl2.2H2O). Run in CO (MeOH). Reaction conditions: time 3 hour. Product: C(C=C)OC(=O)C1=NC2=CC=C(C=C2C=C1)N (2-allyloxycarbonyl-6-aminoquinoline). The yield is 25.3%. RXN SMILES: [CH2:1]([O:4][C:5]([C:7]1[CH:16]=[CH:15][C:14]2[C:9](=[CH:10][CH:11]=[C:12]([N+:17]([O-])=O)[CH:13]=2)[N:8]=1)=[O:6])[CH:2]=[CH2:3].O.O.Cl[Sn]Cl>CO>[CH2:1]([O:4][C:5]([C:7]1[CH:16]=[CH:15][C:14]2[C:9](=[CH:10][CH:11]=[C:12]([NH2:17])[CH:13]=2)[N:8]=1)=[O:6])[CH:2]=[CH2:3] |f:1.2.3|. Procedure: To a solution of 2-allyloxycarbonyl-6-nitroquinoline (1.25 g; 4.8 mM) in MeOH (20 ml) was added SnCl2.2H2O (7.65 g, 33.6 mM). After stirring at ambient temperature for 3 hours, the mixture was evaporated to dryness and the residue partitioned between an aqueous solution of NH4OH (pH 8.5) and ethyl acetate. The organic phase was concentrated and purified by subjecting to flash chromatography, eluting with ethyl acetate/petroleum ether (65/35) to give 2-allyloxycarbonyl-6-aminoquinoline (280 mg; 2... Starting materials: CN(C1CCOCC1)CC1=CC=C(N)C=C1 (4-[N-methyl-N-(tetrahydropyran-4-yl)aminomethyl]aniline), O1CCN(CC1)C1=CC=C(C=C1)C=1C=CC2=C(C=C(CCS2)C(=O)O)C1 (7- (4-morpholinophenyl) -2,3-dihydro-1-benzothiepine-4-carboxylic acid), ON1N=NC2=C1C=CC=C2 (1-hydroxybenzotriazole), Cl.C(C)N=C=NCCCN(C)C (1-ethyl-3-(3-dimethylaminopropyl)carbodiimide hydrochloride). The solvent is CN(C)C=O (DMF), C(C)N(CC)CC (triethylamine), CN(C)C=O (DMF). Run at time 1 hour. Product: CN(C1CCOCC1)CC1=CC=C(C=C1)NC(=O)C=1CCSC2=C(C1)C=C(C=C2)C2=CC=C(C=C2)N2CCOCC2 (N-[4-[N-methyl-N-(tetrahydropyran-4-yl)aminomethyl]phenyl]-7-(4-morpholinophenyl)-2,3-dihydro-1-benzothiepine-4-carboxamide). The yield is 49.0%. Reaction SMILES: [O:1]1[CH2:6][CH2:5][N:4]([C:7]2[CH:12]=[CH:11][C:10]([C:13]3[CH:14]=[CH:15][C:16]4[S:22][CH2:21][CH2:20][C:19]([C:23](O)=[O:24])=[CH:18][C:17]=4[CH:26]=3)=[CH:9][CH:8]=2)[CH2:3][CH2:2]1.ON1C2C=CC=CC=2N=N1.Cl.C(N=C=NCCCN(C)C)C.[CH3:49][N:50]([CH2:57][C:58]1[CH:64]=[CH:63][C:61]([NH2:62])=[CH:60][CH:59]=1)[CH:51]1[CH2:56][CH2:55][O:54][CH2:53][CH2:52]1>CN(C=O)C.C(N(CC)CC)C>[CH3:49][N:50]([CH2:57][C:58]1[CH:59]=[CH:60][C:61]([NH:62][C:23]([C:19]2[CH2:20][CH2:21][S:22][C:16]3[CH:15]=[CH:14][C:13]([C:10]4[CH:11]=[CH:12][C:7]([N:4]5[CH2:3][CH2:2][O:1][CH2:6][CH2:5]5)=[CH:8][CH:9]=4)=[CH:26][C:17]=3[CH:18]=2)=[O:24])=[CH:63][CH:64]=1)[CH:51]1[CH2:56][CH2:55][O:54][CH2:53][CH2:52]1 |f:2.3|. Reported procedure: To a solution of 7- (4-morpholinophenyl) -2,3-dihydro-1-benzothiepine-4-carboxylic acid (150 mg) and 1-hydroxybenzotriazole (0.11 g) in DMF (5 ml) was added at room temperature 1-ethyl-3-(3-dimethylaminopropyl)carbodiimide hydrochloride (0.16 g), and the mixture was stirred for 1 hour. To the mixture was added a solution of 4-[N-methyl-N-(tetrahydropyran-4-yl)aminomethyl]aniline (135 mg) and triethylamine (0.11 ml) in DMF (5 ml), and the mixture was stirred for 18 hours. Under reduced pressure, ... Reactants: C(C)(C)(C)OC(NC1=CC(=CC=C1)OC1=CC=C2C(=N1)SC(=N2)N)=O (tert-butyl{3-[(2-amino[1,3]thiazolo[5,4-b]pyridin-5-yl)oxy]phenyl}carbamate), C1(CC1)C(=O)Cl (cyclopropanecarbonyl chloride), O (water). Run in N1=CC=CC=C1 (pyridine). Reaction conditions: time 1 hour. Product: C(C)(C)(C)OC(NC1=CC(=CC=C1)OC1=CC=C2C(=N1)SC(=N2)NC(=O)C2CC2)=O (tert-butyl[3-({2-[(cyclopropylcarbonyl)amino][1,3]thiazolo[5,4-b]pyridin-5-yl}oxy)phenyl]carbamate). Yield: 85.7%. As a reaction SMILES: [C:1]([O:5][C:6](=[O:25])[NH:7][C:8]1[CH:13]=[CH:12][CH:11]=[C:10]([O:14][C:15]2[N:20]=[C:19]3[S:21][C:22]([NH2:24])=[N:23][C:18]3=[CH:17][CH:16]=2)[CH:9]=1)([CH3:4])([CH3:3])[CH3:2].[CH:26]1([C:29](Cl)=[O:30])[CH2:28][CH2:27]1.O>N1C=CC=CC=1>[C:1]([O:5][C:6](=[O:25])[NH:7][C:8]1[CH:13]=[CH:12][CH:11]=[C:10]([O:14][C:15]2[N:20]=[C:19]3[S:21][C:22]([NH:24][C:29]([CH:26]4[CH2:28][CH2:27]4)=[O:30])=[N:23][C:18]3=[CH:17][CH:16]=2)[CH:9]=1)([CH3:4])([CH3:2])[CH3:3]. Procedure: To a solution of tert-butyl{3-[(2-amino[1,3]thiazolo[5,4-b]pyridin-5-yl)oxy]phenyl}carbamate (1.00 g, 2.79 mmol) in pyridine (30 mL) was added cyclopropanecarbonyl chloride (327 μL, 3.63 mmol), and the mixture was stirred at room temperature for 1 hr. To the reaction mixture was added water (100 mL), and the mixture was extracted with ethyl acetate (100 mL, 30 mL). The combined organic layer was washed with saturated brine (20 mL), and dried over anhydrous sodium sulfate. The insoluble material ... Reactants: CS(=O)(=O)Nc1cc(Br)ccc1C(=O)O, Cc1cc(C2CC2)cnc1N1CCNCC1. Product: Cc1cc(C2CC2)cnc1N1CCN(C(=O)c2ccc(Br)cc2NS(C)(=O)=O)CC1. RXN SMILES: [Br:1][c:2]1[cH:3][c:4]([NH:11][S:12](=[O:13])(=[O:14])[CH3:15])[c:5]([C:6](=[O:7])[OH:8])[cH:9][cH:10]1.[CH:16]1([c:19]2[cH:20][c:21]([CH3:31])[c:22]([N:25]3[CH2:26][CH2:27][NH:28][CH2:29][CH2:30]3)[n:23][cH:24]2)[CH2:17][CH2:18]1>>[Br:1][c:2]1[cH:3][c:4]([NH:11][S:12](=[O:13])(=[O:14])[CH3:15])[c:5]([C:6](=[O:8])[N:28]2[CH2:27][CH2:26][N:25]([c:22]3[c:21]([CH3:31])[cH:20][c:19]([CH:16]4[CH2:17][CH2:18]4)[cH:24][n:23]3)[CH2:30][CH2:29]2)[cH:9][cH:10]1. Reactants: C1(=CC=C(C=C1)C[C@@H]1CCC(N1CC1=CC=C(C=C1)OC)=O)C1=CC=CC=C1 ((S)-5-biphenyl-4-ylmethyl-1-(4-methoxy-benzyl)-pyrrolidin-2-one), CC(C)(C)[O-].[K+] (t-BuOK), C(C1=CC=CC=C1)(=O)OC (methyl benzoate). The solvent is C1(=CC=CC=C1)C (toluene). Run at time 10 minute. The product is C(C1=CC=CC=C1)(=O)[C@H]1C(N(C(C1)CC1=CC=C(C=C1)C1=CC=CC=C1)\C=C\C1=CC=CC=C1)=O ((S)-3-Benzoyl-5-biphenyl-4-ylmethyl-1-((E)-styryl)-pyrrolidin-2-one). As a reaction SMILES: [C:1]1([C:23]2[CH:28]=[CH:27][CH:26]=[CH:25][CH:24]=2)[CH:6]=[CH:5][C:4]([CH2:7][C@H:8]2[N:12]([CH2:13][C:14]3[CH:19]=[CH:18][C:17](OC)=[CH:16][CH:15]=3)[C:11](=[O:22])[CH2:10][CH2:9]2)=[CH:3][CH:2]=1.[CH3:29]C([O-])(C)C.[K+].[C:35](OC)(=[O:42])[C:36]1[CH:41]=[CH:40][CH:39]=[CH:38][CH:37]=1>C1(C)C=CC=CC=1>[C:35]([C@@H:10]1[CH2:9][CH:8]([CH2:7][C:4]2[CH:5]=[CH:6][C:1]([C:23]3[CH:24]=[CH:25][CH:26]=[CH:27][CH:28]=3)=[CH:2][CH:3]=2)[N:12](/[CH:13]=[CH:14]/[C:15]2[CH:16]=[CH:17][CH:18]=[CH:19][CH:29]=2)[C:11]1=[O:22])(=[O:42])[C:36]1[CH:41]=[CH:40][CH:39]=[CH:38][CH:37]=1 |f:1.2|. Procedure: (S)-5-Biphenyl-4-ylmethyl-1-((E)-styryl)-pyrrolidin-2-one (3a, R1=styryl) (1.00 g, 2.8 mmol) is heated to dissolve in 3 mL of anhydrous toluene under N2, add t-BuOK (0.43 g, 3.7 mmol) in one portion, stir at this temperature for 10 min, then add methyl benzoate dropwise, the reaction mixture reflux overnight, cool to room temperature, quench with saturated NH4Cl aqueous solution, separate the organic phase, extract with toluene (30 mL*3), the combined organic extracts are washed with saturated N...